This data is from the Open Reaction Database (ORD), a public repository of structured organic reaction records. The task is: describe an organic reaction: reactants, conditions, products, and yield Reactants: ClC1=CC(=CC=C1)C(=O)OO (m-chloroperbenzoic acid), OCC=1C=CC=2N(C3=CC=CC=C3SC2C1)C (3-hydroxymethyl-10-methylphenothiazine), ClCCl (dichloromethane), C([O-])(O)=O.[Na+] (sodium bicarbonate). Run in C(Cl)(Cl)Cl (chloroform), CO (methanol). Run at time 1.5 hour. The product is OCC=1C=CC=2N(C3=CC=CC=C3S(C2C1)=O)C (3-Hydroxymethyl-10-methylphenothiazine-5-oxide). The yield is 94.0%. As a reaction SMILES: ClC1C=CC=C(C(OO)=[O:9])C=1.[OH:12][CH2:13][C:14]1[CH:15]=[CH:16][C:17]2[N:18]([CH3:28])[C:19]3[C:24]([S:25][C:26]=2[CH:27]=1)=[CH:23][CH:22]=[CH:21][CH:20]=3.ClCCl.C(=O)(O)[O-].[Na+]>C(Cl)(Cl)Cl.CO>[OH:12][CH2:13][C:14]1[CH:15]=[CH:16][C:17]2[N:18]([CH3:28])[C:19]3[C:24]([S:25](=[O:9])[C:26]=2[CH:27]=1)=[CH:23][CH:22]=[CH:21][CH:20]=3 |f:3.4|. Reported procedure: With ice-cooling, m-chloroperbenzoic acid (1.66 g, 9.6 mmol) was added to a mixture of 3-hydroxymethyl-10-methylphenothiazine (1.94 g, 8.0 mmol) and dichloromethane (30 ml), and the mixture was stirred for 1.5 hours and then at room temperature for 1.5 hours. A saturated sodium bicarbonate aqueous solution was added to the reaction mixture and the reaction product was extracted with chloroform. The extract was dried over anhydrous magnesium sulfate and then concentrated under a reduced pressure.... Starting materials: CS(=O)(=O)Cl (methanesulfonyl chloride), product, CCN(C(C)C)C(C)C (DIPEA), ClCCl (dichloromethane), ClCCl (dichloromethane). Run at time 30 minute. The product is ClCC=1N(C=CC1)S(=O)(=O)C (2-Chloromethyl-1-methanesulfonyl-1H-pyrrole). RXN SMILES: [CH3:1][S:2](Cl)(=[O:4])=[O:3].CC[N:8]([CH:12]([CH3:14])[CH3:13])[CH:9]([CH3:11])C.[Cl:15]CCl>>[Cl:15][CH2:14][C:12]1[N:8]([S:2]([CH3:1])(=[O:4])=[O:3])[CH:9]=[CH:11][CH:13]=1. Procedure: At 0° C. methanesulfonyl chloride (136 μl) was added dropwise to a solution of the product of example 51b (205 mg) and DIPEA (307 μl) in dichloromethane (6 ml). After stirring for 30 min, the reaction mixture was diluted with dichloromethane (30 ml) and washed with ice water (30 ml), 10% HCl (30 ml) and sat. NaHCO3. The organic layer was separated, dried (MgSO4), filtered and concentrated in vacuo. Yield: 252 mg. Starting materials: FC1=C(C=C(C(=C1)F)F)B(O)O (2,4,5-trifluorophenylboronic acid), I (hydroiodic acid), ClC1=NC=NC(=C1)Cl (4,6-dichloropyrimidine), chloro. Yields the product IC1=NC=NC(=C1)C1=C(C=C(C(=C1)F)F)F (4-Iodo-6-(2,4,5-trifluorophenyl)pyrimidine). Reaction SMILES: [F:1][C:2]1[CH:7]=[C:6]([F:8])[C:5]([F:9])=[CH:4][C:3]=1B(O)O.Cl[C:14]1[CH:19]=[C:18](Cl)[N:17]=[CH:16][N:15]=1.[IH:21]>>[I:21][C:14]1[CH:19]=[C:18]([C:3]2[CH:4]=[C:5]([F:9])[C:6]([F:8])=[CH:7][C:2]=2[F:1])[N:17]=[CH:16][N:15]=1. Procedure details: The compound was prepared according to Example 1 using 2,4,5-trifluorophenylboronic acid and 4,6-dichloropyrimidine. The resultant chloro compound was converted to iodo with hydroiodic acid as described in the general procedure. Starting materials: CC1=CC=C(C=C1)C1=CC(SC2=CC=C(C=C12)C#CC1=CC=C(C(=O)OCC)C=C1)(C)C (ethyl 4-[[4-(4-methylphenyl)-2,2-dimethyl-(2H)thiochromen-6-yl]-ethynyl]-benzoate), CC1=CC=C(C=C1)C1=CC(SC2=CC=C(C=C12)C#CC1=CC=C(C(=O)OCC)C=C1)(C)C (ethyl 4-[[4-(4-methylphenyl)-2,2-dimethyl-(2H)thiochromen-6-yl]-ethynyl]-benzoate), [OH-].[Na+] (NaOH), aqueous solution, Cl (HCl). Solvent: C1CCOC1 (THF), CCO (EtOH). Reaction conditions: temperature 45 celsius, time 8 hour. Yields the product CC1=CC=C(C=C1)C1=CC(SC2=CC=C(C=C12)CCC1=CC=C(C(=O)O)C=C1)(C)C (4-[[4-(4-methylphenyl)-2,2-dimethyl-(2H)-thiochromen-6-yl]-ethyl]-benzoic acid). Yield: 71.4%. RXN SMILES: [CH3:1][C:2]1[CH:7]=[CH:6][C:5]([C:8]2[C:17]3[C:12](=[CH:13][CH:14]=[C:15]([C:18]#[C:19][C:20]4[CH:30]=[CH:29][C:23]([C:24]([O:26]CC)=[O:25])=[CH:22][CH:21]=4)[CH:16]=3)[S:11][C:10]([CH3:32])([CH3:31])[CH:9]=2)=[CH:4][CH:3]=1.[OH-].[Na+].Cl>C1COCC1.CCO>[CH3:1][C:2]1[CH:3]=[CH:4][C:5]([C:8]2[C:17]3[C:12](=[CH:13][CH:14]=[C:15]([CH2:18][CH2:19][C:20]4[CH:21]=[CH:22][C:23]([C:24]([OH:26])=[O:25])=[CH:29][CH:30]=4)[CH:16]=3)[S:11][C:10]([CH3:32])([CH3:31])[CH:9]=2)=[CH:6][CH:7]=1 |f:1.2|. Procedure: To a solution of ethyl 4-[[4-(4-methylphenyl)-2,2-dimethyl-(2H)thiochromen-6-yl]-ethynyl]-benzoate (Compound 226, 126.0 mg, 0.287 mmol) in 3.0 mL THF and 3.0 mL EtOH was added NaOH (160.0 mg, 4.0 mmol, 2.0 mL of a 2M aqueous solution). The resulting solution was heated to 45° C. and stirred overnight. Upon cooling to room temperature the reaction mixture was acidified with 10% aqueous HCl and extracted with EtOAc. The combined organic layers were washed with H2O, saturated aqueous NaCl, and drie... Starting materials: C1(CCCCC1)=O (cyclohexanone), C(C)(C)(C)OOC(C)(C)C (di-tert-butyl peroxide), C(=C)OCC (ethyl vinyl ether). Yields the product C(C)OCCC1C(CCCC1)=O (2-(2-ethoxyethyl)cyclohexanone). Isolated yield 95.0%. RXN SMILES: [C:1]1(=[O:7])[CH2:6][CH2:5][CH2:4][CH2:3][CH2:2]1.C(OOC(C)(C)C)(C)(C)C.[CH:18]([O:20][CH2:21][CH3:22])=[CH2:19]>>[CH2:18]([O:20][CH2:21][CH2:22][CH:2]1[CH2:3][CH2:4][CH2:5][CH2:6][C:1]1=[O:7])[CH3:19]. Procedure: 2940 g (30 mol) of cyclohexanone were heated to reflux while stirring and, at this temperature, a solution of 87.6 g (0.6 mol) of di-tert-butyl peroxide in 216 g (3 mol) of ethyl vinyl ether was added over the course of 5 hours (h). The mixture was subsequently refluxed for a further 1 h. After the mixture had cooled, the low boilers (tert-butanol, remaining vinyl ether and peroxide) and the excess cyclohexanone were removed by distillation under reduced pressure (25-40 mbar; diaphragm pump). Th... Reactants: CC1=CC2=C(C=C1C)N(C=N2)[C@@H]3[C@@H]([C@@H]([C@H](O3)CO)OP(=O)([O-])O[C@H](C)CNC(=O)CC[C@@]4([C@H]([C@@H]5[C@]6([C@@]([C@@H](/C(=C(/C7=N/C(=C\C8=N/C(=C(\C4=N5)/C)/[C@H](C8(C)C)CCC(=O)N)/[C@H]([C@]7(C)CC(=O)N)CCC(=O)N)\C)/[N-]6)CCC(=O)N)(C)CC(=O)N)C)CC(=O)N)C)O.[C-]#N.[Co+3] (cyanocobalamin), [Br-].C[S+](=O)(C)C (trimethylsulfoxonium bromide), [BH4-].[Na+] (sodium borohydride), [OH-].[Na+] (sodium hydroxide). Reagents/catalysts: O.O.O.O.O.O.O.S(=O)(=O)([O-])[O-].[Fe+2] (iron (II) sulfate heptahydrate). Solvent: CC(CC)=O (2-butanone), O (water), O (water), CC(CC)=O (2-butanone). Conditions: temperature 35 celsius. Yields the product [CH3-].CC1=CC2=C(C=C1C)N(C=N2)[C@@H]3[C@@H]([C@@H]([C@H](O3)CO)OP(=O)([O-])OC(C)CNC(=O)CC[C@@]4([C@H]([C@@H]5[C@]6([C@@]([C@@H](/C(=C(/C7=N/C(=C\C8=N/C(=C(\C4=N5)/C)/[C@H](C8(C)C)CCC(=O)N)/[C@H]([C@]7(C)CC(=O)N)CCC(=O)N)\C)/[N-]6)CCC(=O)N)(C)CC(=O)N)C)CC(=O)N)C)O.[Co+3] (Mecobalamin). Reaction SMILES: [CH3:1][C:2]1[C:7]([CH3:8])=[CH:6][C:5]2[N:9]([C@H:12]3[O:16][C@H:15]([CH2:17][OH:18])[C@@H:14]([O:19][P:20]([O:23][C@@H:24]([CH2:26][NH:27][C:28]([CH2:30][CH2:31][C@@:32]4([CH3:89])[C:48]5=[N:49][C@@H:34]([C@:35]6([CH3:84])[N-:73][C:38](=[C:39]([CH3:72])[C:40]7[C@:61]([CH2:63][C:64]([NH2:66])=[O:65])([CH3:62])[C@H:60]([CH2:67][CH2:68][C:69]([NH2:71])=[O:70])[C:42](=[CH:43][C:44]8[C:52]([CH3:54])([CH3:53])[C@H:51]([CH2:55][CH2:56][C:57]([NH2:59])=[O:58])[C:46](=[C:47]5[CH3:50])[N:45]=8)[N:41]=7)[C@@H:37]([CH2:74][CH2:75][C:76]([NH2:78])=[O:77])[C@@:36]6([CH2:80][C:81]([NH2:83])=[O:82])[CH3:79])[C@@H:33]4[CH2:85][C:86]([NH2:88])=[O:87])=[O:29])[CH3:25])([O-:22])=[O:21])[C@H:13]3[OH:90])[CH:10]=[N:11][C:4]=2[CH:3]=1.[C-]#N.[Co+3:93].[Br-].C[S+](C)(C)=O.[BH4-].[Na+].[OH-].[Na+]>O.O.O.O.O.O.O.S([O-])([O-])(=O)=O.[Fe+2].CC(=O)CC.O>[CH3-:1].[CH3:1][C:2]1[C:7]([CH3:8])=[CH:6][C:5]2[N:9]([C@H:12]3[O:16][C@H:15]([CH2:17][OH:18])[C@@H:14]([O:19][P:20]([O:23][CH:24]([CH2:26][NH:27][C:28]([CH2:30][CH2:31][C@@:32]4([CH3:89])[C:48]5=[N:49][C@@H:34]([C@:35]6([CH3:84])[N-:73][C:38](=[C:39]([CH3:72])[C:40]7[C@:61]([CH2:63][C:64]([NH2:66])=[O:65])([CH3:62])[C@H:60]([CH2:67][CH2:68][C:69]([NH2:71])=[O:70])[C:42](=[CH:43][C:44]8[C:52]([CH3:54])([CH3:53])[C@H:51]([CH2:55][CH2:56][C:57]([NH2:59])=[O:58])[C:46](=[C:47]5[CH3:50])[N:45]=8)[N:41]=7)[C@@H:37]([CH2:74][CH2:75][C:76]([NH2:78])=[O:77])[C@@:36]6([CH2:80][C:81]([NH2:83])=[O:82])[CH3:79])[C@@H:33]4[CH2:85][C:86]([NH2:88])=[O:87])=[O:29])[CH3:25])([O-:22])=[O:21])[C@H:13]3[OH:90])[CH:10]=[N:11][C:4]=2[CH:3]=1.[Co+3:93] |f:0.1.2,3.4,5.6,7.8,9.10.11.12.13.14.15.16.17,20.21.22|. Procedure details: To 130 ml of ion-exchanged water were added 10 g of cyanocobalamin, 3.83 g of trimethylsulfoxonium bromide, 700 mg of iron (II) sulfate heptahydrate and 7.5 ml of 2-butanone. After replacing the atmosphere of the system by nitrogen, the mixture was heated in a water bath and a solution of sodium borohydride (4 g)/2N sodium hydroxide (0.2 ml)/water (20 ml) was added dropwise thereto under stirring at an inner temperature of 35° C. After stirring for 3 hours as it was, the mixture was cooled to 15... Reactants: CCOc1ccc(-c2ccc(C)nc2)cc1CNC1CCC(N(C)C(=O)OC(C)(C)C)CC1, O=C(Cl)c1sc2ccccc2c1Cl. Product: CCOc1ccc(-c2ccc(C)nc2)cc1CN(C(=O)c1sc2ccccc2c1Cl)C1CCC(N(C)C(=O)OC(C)(C)C)CC1. Reaction SMILES: [CH2:1]([CH3:2])[O:3][c:4]1[c:5]([CH2:6][NH:7][CH:8]2[CH2:9][CH2:10][CH:11]([N:14]([C:15]([O:16][C:17]([CH3:18])([CH3:19])[CH3:20])=[O:21])[CH3:22])[CH2:12][CH2:13]2)[cH:23][c:24](-[c:27]2[cH:28][n:29][c:30]([CH3:33])[cH:31][cH:32]2)[cH:25][cH:26]1.[Cl:34][c:35]1[c:36]2[c:37]([s:38][c:39]1[C:40](=[O:41])[Cl:42])[cH:43][cH:44][cH:45][cH:46]2>>[CH2:1]([CH3:2])[O:3][c:4]1[c:5]([CH2:6][N:7]([CH:8]2[CH2:9][CH2:10][CH:11]([N:14]([C:15]([O:16][C:17]([CH3:18])([CH3:19])[CH3:20])=[O:21])[CH3:22])[CH2:12][CH2:13]2)[C:40]([c:39]2[c:35]([Cl:34])[c:36]3[c:37]([s:38]2)[cH:43][cH:44][cH:45][cH:46]3)=[O:41])[cH:23][c:24](-[c:27]2[cH:28][n:29][c:30]([CH3:33])[cH:31][cH:32]2)[cH:25][cH:26]1. Starting materials: CCOC(OCC)C(C)N(Cc1cccc2ccccc12)C(=O)C(N)CC(=O)NC(c1ccccc1)(c1ccccc1)c1ccccc1, O=C(O)CONC(=O)NCc1ccncc1. Product: CCOC(OCC)C(C)N(Cc1cccc2ccccc12)C(=O)C(CC(=O)NC(c1ccccc1)(c1ccccc1)c1ccccc1)NC(=O)CONC(=O)NCc1ccncc1. As a reaction SMILES: [NH2:17][CH:18]([C:19](=[O:20])[N:21]([CH2:22][c:23]1[cH:24][cH:25][cH:26][c:27]2[cH:28][cH:29][cH:30][cH:31][c:32]12)[CH:33]([CH:34]([O:35][CH2:36][CH3:37])[O:38][CH2:39][CH3:40])[CH3:41])[CH2:42][C:43](=[O:44])[NH:45][C:46]([c:47]1[cH:48][cH:49][cH:50][cH:51][cH:52]1)([c:53]1[cH:54][cH:55][cH:56][cH:57][cH:58]1)[c:59]1[cH:60][cH:61][cH:62][cH:63][cH:64]1.[n:1]1[cH:2][cH:3][c:4]([CH2:7][NH:8][C:9]([NH:10][O:11][CH2:12][C:13](=[O:14])[OH:15])=[O:16])[cH:5][cH:6]1>>[n:1]1[cH:2][cH:3][c:4]([CH2:7][NH:8][C:9]([NH:10][O:11][CH2:12][C:13](=[O:15])[NH:17][CH:18]([C:19](=[O:20])[N:21]([CH2:22][c:23]2[cH:24][cH:25][cH:26][c:27]3[cH:28][cH:29][cH:30][cH:31][c:32]23)[CH:33]([CH:34]([O:35][CH2:36][CH3:37])[O:38][CH2:39][CH3:40])[CH3:41])[CH2:42][C:43](=[O:44])[NH:45][C:46]([c:47]2[cH:48][cH:49][cH:50][cH:51][cH:52]2)([c:53]2[cH:54][cH:55][cH:56][cH:57][cH:58]2)[c:59]2[cH:60][cH:61][cH:62][cH:63][cH:64]2)=[O:16])[cH:5][cH:6]1. Starting materials: N[C@@H](C(C)(C)C)C(=O)O (L-tert-leucine), C(C)(C)OC(C)C (diisopropyl ether). Run in CC(=O)C (acetone). The product is N[C@H](C(C)(C)C)C(=O)O (D-tert-leucine). Yield: 90.0%. Reaction SMILES: C(OC(C)C)(C)C.[NH2:8][C@H:9]([C:14]([OH:16])=[O:15])[C:10]([CH3:13])([CH3:12])[CH3:11]>CC(C)=O>[NH2:8][C@@H:9]([C:14]([OH:16])=[O:15])[C:10]([CH3:13])([CH3:12])[CH3:11]. Reported procedure: The filtrate obtained at dibenzoyl-d-tartrate salt stage (step.ii), was treated with a small amount of diisopropyl ether to remove any traces of dibenzoyl-d-tartaric acid and was concentrated under reduced pressure at 55° C. The residue obtained was stirred with small amount of acetone and filtered to obtain D-tert-leucine as a colorless solid (90% yield, 98.8% D-tert-leucine and 1.2% L-tert-leucine).